This data is from the Open Reaction Database (ORD), a public repository of structured organic reaction records. The task is: describe an organic reaction: reactants, conditions, products, and yield Starting materials: OBO, Brc1ccc2[nH]c(C3=NOC4(CCCCC4)C3)nc2c1, Clc1ccccc1. Product: Clc1ccccc1-c1ccc2[nH]c(C3=NOC4(CCCCC4)C3)nc2c1. RXN SMILES: [BH:21]([OH:22])[OH:23].[Br:1][c:2]1[cH:3][c:4]2[c:5]([nH:6][c:7]([C:9]3=[N:10][O:11][C:12]4([CH2:13]3)[CH2:14][CH2:15][CH2:16][CH2:17][CH2:18]4)[n:8]2)[cH:19][cH:20]1.[Cl:24][c:25]1[cH:26][cH:27][cH:28][cH:29][cH:30]1>>[c:2]1(-[c:26]2[c:25]([Cl:24])[cH:30][cH:29][cH:28][cH:27]2)[cH:3][c:4]2[c:5]([nH:6][c:7]([C:9]3=[N:10][O:11][C:12]4([CH2:13]3)[CH2:14][CH2:15][CH2:16][CH2:17][CH2:18]4)[n:8]2)[cH:19][cH:20]1.